From a dataset of the Open Reaction Database (ORD), a public repository of structured organic reaction records. describe an organic reaction: reactants, conditions, products, and yield Reactants: CN, CCO, CCOC(=O)C=CC(F)(F)F. Yields the product CCOC(=O)CC(NC)C(F)(F)F. RXN SMILES: [CH3:12][NH2:13].[CH3:14][CH2:15][OH:16].[F:1][C:2]([CH:3]=[CH:4][C:5](=[O:6])[O:7][CH2:8][CH3:9])([F:10])[F:11]>>[F:1][C:2]([CH:3]([CH2:4][C:5](=[O:6])[O:7][CH2:8][CH3:9])[NH:13][CH3:12])([F:10])[F:11]. The reactants are Cl.C(#N)CNC(=O)[C@H]1NC[C@@H](C1)S(=O)(=O)C1=C(C=CC=C1)Cl ((2S,4R)-4-(2-chloro-benzenesulfonyl)-pyrrolidine-2-carboxylic acid cyanomethyl-amide hydrochloride), O1CCC(CC1)=O (tetrahydro-4H-pyran-4-one). Yields the product C(#N)CNC(=O)[C@H]1N(C[C@@H](C1)S(=O)(=O)C1=C(C=CC=C1)Cl)C1CCOCC1 ((2S,4R)-4-(2-chloro-benzenesulfonyl)-1-(tetrahydro-pyran-4-yl)-pyrrolidine-2-carboxylic acid cyanomethyl-amide). RXN SMILES: Cl.[C:2]([CH2:4][NH:5][C:6]([C@@H:8]1[CH2:12][C@@H:11]([S:13]([C:16]2[CH:21]=[CH:20][CH:19]=[CH:18][C:17]=2[Cl:22])(=[O:15])=[O:14])[CH2:10][NH:9]1)=[O:7])#[N:3].[O:23]1[CH2:28][CH2:27][C:26](=O)[CH2:25][CH2:24]1>>[C:2]([CH2:4][NH:5][C:6]([C@@H:8]1[CH2:12][C@@H:11]([S:13]([C:16]2[CH:21]=[CH:20][CH:19]=[CH:18][C:17]=2[Cl:22])(=[O:14])=[O:15])[CH2:10][N:9]1[CH:26]1[CH2:27][CH2:28][O:23][CH2:24][CH2:25]1)=[O:7])#[N:3] |f:0.1|. Procedure details: (2S,4R)-4-(2-chloro-benzenesulfonyl)-pyrrolidine-2-carboxylic acid cyanomethyl-amide hydrochloride from experiment K1 was reductively aminated with tetrahydro-4H-pyran-4-one in analogy to experiment L3 to give to give (2S,4R)-4-(2-chloro-benzenesulfonyl)-1-(tetrahydro-pyran-4-yl)-pyrrolidine-2-carboxylic acid cyanomethyl-amide as a colorless oil. MS: 412.1 [M+H]+. Starting materials: C12C(CC(C=C1)CC2)S(=O)(=O)CC2=CC=C(C(=C2C(=O)OC)OC)C2=COC=C2 (methyl 6-(bicyclo[2.2.2]oct-5-ene-2-ylsulphonylmethyl)-3-(furan-3-yl)-2-methoxybenzoate), C12C(CC(C=C1)CC2)S(=O)(=O)CC2=CC=C(C(=C2C(=O)OC)OC)C2=COC=C2 (methyl 6-(bicyclo[2.2.2]oct-5-ene-2-ylsulphonylmethyl)-3-(furan-3-yl)-2-methoxybenzoate), [H][H] (hydrogen). Reagents/catalysts: [Pd] (palladium on carbon). Run in C1CCOC1 (THF), C(C)O (ethanol). Yields the product C12C(CC(CC1)CC2)S(=O)(=O)CC2=CC=C(C(=C2C(=O)OC)OC)C2=COC=C2 (methyl 6-(bicyclo[2.2.2]octane-2-ylsulphonylmethyl)-3-(furan-3-yl)-2-methoxybenzoate). The yield is 11.1%. As a reaction SMILES: [CH:1]12[CH2:8][CH2:7][CH:4]([CH:5]=[CH:6]1)[CH2:3][CH:2]2[S:9]([CH2:12][C:13]1[C:18]([C:19]([O:21][CH3:22])=[O:20])=[C:17]([O:23][CH3:24])[C:16]([C:25]2[CH:29]=[CH:28][O:27][CH:26]=2)=[CH:15][CH:14]=1)(=[O:11])=[O:10].[H][H]>[Pd].C1COCC1.C(O)C>[CH:1]12[CH2:6][CH2:5][CH:4]([CH2:7][CH2:8]1)[CH2:3][CH:2]2[S:9]([CH2:12][C:13]1[C:18]([C:19]([O:21][CH3:22])=[O:20])=[C:17]([O:23][CH3:24])[C:16]([C:25]2[CH:29]=[CH:28][O:27][CH:26]=2)=[CH:15][CH:14]=1)(=[O:11])=[O:10]. Procedure details: A mixture of methyl 6-(bicyclo[2.2.2]oct-5-ene-2-ylsulphonylmethyl)-3-(furan-3-yl)-2-methoxybenzoate (Intermediate 170, 0.26 g) and palladium on carbon (10%, 0.01 g) in THF (15 ml) and ethanol (10 ml) was stirred in an atmosphere of hydrogen (balloon) for 1 hour. The mixture was filtered through Celite and the filtrate was evaporated to dryness. The residue was purified by chromatography on silica, eluting with a mixture of ethyl acetate in cyclohexane with a gradient of 10-50% to give methyl 6-... Starting materials: CCOC(=O)Cc1ccc(B2OC(C)(C)C(C)(C)O2)cc1, Cc1noc(-c2ccc(Br)cc2)c1NC(=O)OC(C)c1ccccc1Cl. The product is CCOC(=O)Cc1ccc(-c2ccc(-c3onc(C)c3NC(=O)OC(C)c3ccccc3Cl)cc2)cc1. As a reaction SMILES: [CH2:27]([CH3:28])[O:29][C:30]([CH2:31][c:32]1[cH:33][cH:34][c:35]([B:38]2[O:39][C:40]([CH3:41])([CH3:42])[C:43]([CH3:44])([CH3:45])[O:46]2)[cH:36][cH:37]1)=[O:47].[Cl:1][c:2]1[c:3]([CH:8]([CH3:9])[O:10][C:11]([NH:12][c:13]2[c:14]([CH3:25])[n:15][o:16][c:17]2-[c:18]2[cH:19][cH:20][c:21]([Br:24])[cH:22][cH:23]2)=[O:26])[cH:4][cH:5][cH:6][cH:7]1>>[Cl:1][c:2]1[c:3]([CH:8]([CH3:9])[O:10][C:11]([NH:12][c:13]2[c:14]([CH3:25])[n:15][o:16][c:17]2-[c:18]2[cH:19][cH:20][c:21](-[c:35]3[cH:34][cH:33][c:32]([CH2:31][C:30]([O:29][CH2:27][CH3:28])=[O:47])[cH:37][cH:36]3)[cH:22][cH:23]2)=[O:26])[cH:4][cH:5][cH:6][cH:7]1.